From a dataset of the Open Reaction Database (ORD), a public repository of structured organic reaction records. describe an organic reaction: reactants, conditions, products, and yield The reactants are O=C([O-])O, CCOC(C)=O, CC#N, COC(=O)CCl, Nc1cccc(I)c1, [Na+]. The product is COC(=O)CNc1cccc(I)c1. As a reaction SMILES: [C:15](=[O:16])([OH:17])[O-:18].[CH3:20][CH2:21][O:22][C:23](=[O:24])[CH3:25].[CH3:26][C:27]#[N:28].[Cl:9][CH2:10][C:11](=[O:12])[O:13][CH3:14].[I:1][c:2]1[cH:3][c:4]([NH2:5])[cH:6][cH:7][cH:8]1.[Na+:19]>>[I:1][c:2]1[cH:3][c:4]([NH:5][CH2:10][C:11](=[O:12])[O:13][CH3:14])[cH:6][cH:7][cH:8]1. The reactants are O=C1CC(CCC1)NC(C)=O (N-(3-oxocyclohexyl)acetamide), C1(=CC=CC=C1)NN (phenylhydrazine), O (H2O). The solvent is CC(=O)O (HOAc). Reaction conditions: time 3 hour. The product is C1C(CCC=2C3=CC=CC=C3NC12)NC(C)=O (N-(1,3,4,9-tetrahydro-2H-carbazol-2-yl)acetamide). The yield is 80.8%. As a reaction SMILES: O=[C:2]1[CH2:7][CH2:6][CH2:5][CH:4]([NH:8][C:9](=[O:11])[CH3:10])[CH2:3]1.[C:12]1([NH:18]N)[CH:17]=[CH:16][CH:15]=[CH:14][CH:13]=1.O>CC(O)=O>[CH2:3]1[C:2]2[NH:18][C:12]3[C:13](=[CH:14][CH:15]=[CH:16][CH:17]=3)[C:7]=2[CH2:6][CH2:5][CH:4]1[NH:8][C:9](=[O:11])[CH3:10]. Reported procedure: A stirred solution of 140.9 g (0.909 mol) of N-(3-oxocyclohexyl)acetamide in 900 ml of glacial HOAc was heated at 85°-95° C. while 98.2 g (0.909 mol) of phenylhydrazine was added dropwise during 1 hr. After an additional 3 hr at 95°±5°, the hot solution was poured into 5 l. of H2O. When the initially formed gum had solidified, the product was filtered, washed with 2.5 l. of H2O, then 2 l. of Et2O to give 167.6 g (81%) of a grey solid, mp 203°-206°. Recrystallization was best effected by dissolvi... Reactants: COC(=O)Cc1c(C(=O)NC(C)(C)C)[nH]c2ccc(Br)cc12, C1CCOC1, CCOC(C)=O, [Li+], [OH-], O. Yields the product CC(C)(C)NC(=O)c1[nH]c2ccc(Br)cc2c1CC(=O)O. RXN SMILES: [Br:1][c:2]1[cH:3][c:4]2[c:5]([CH2:18][C:19](=[O:20])[O:21][CH3:22])[c:6]([C:11]([NH:12][C:13]([CH3:14])([CH3:15])[CH3:16])=[O:17])[nH:7][c:8]2[cH:9][cH:10]1.[CH2:31]1[O:32][CH2:33][CH2:34][CH2:35]1.[CH3:25][CH2:26][O:27][C:28]([CH3:29])=[O:30].[Li+:24].[OH-:23].[OH2:36]>>[Br:1][c:2]1[cH:3][c:4]2[c:5]([CH2:18][C:19](=[O:20])[OH:21])[c:6]([C:11]([NH:12][C:13]([CH3:14])([CH3:15])[CH3:16])=[O:17])[nH:7][c:8]2[cH:9][cH:10]1. Reactants: FC1=C(C(=CC=C1O)F)C(=O)N (2,6-difluoro-3-hydroxybenzenecarboxamide), ClCC=1SC2=C(N1)C=CC(=C2)OC (2-(chloromethyl)-6-methoxy-1,3-benzothiazole). The product is FC1=C(C(=CC=C1OCC=1SC2=C(N1)C=CC(=C2)OC)F)C(=O)N (2,6-Difluoro-3-[(6-methoxy-1,3-benzothiazol-2-yl)methoxy]benzenecarboxamide). Yield: 19.0%. RXN SMILES: [F:1][C:2]1[C:7]([OH:8])=[CH:6][CH:5]=[C:4]([F:9])[C:3]=1[C:10]([NH2:12])=[O:11].Cl[CH2:14][C:15]1[S:16][C:17]2[CH:23]=[C:22]([O:24][CH3:25])[CH:21]=[CH:20][C:18]=2[N:19]=1>>[F:1][C:2]1[C:7]([O:8][CH2:14][C:15]2[S:16][C:17]3[CH:23]=[C:22]([O:24][CH3:25])[CH:21]=[CH:20][C:18]=3[N:19]=2)=[CH:6][CH:5]=[C:4]([F:9])[C:3]=1[C:10]([NH2:12])=[O:11]. Reported procedure: Synthesised from 2,6-difluoro-3-hydroxybenzenecarboxamide and 2-(chloromethyl)-6-methoxy-1,3-benzothiazole according to Method B, scheme 2. Yield 19%, mp 190-192° C., HPLC-MS (method 1): m/z 351 [M+H]+, Rt=3.50 min. Starting materials: [N+](=O)([O-])C=1C=NN(C1)C[C@@H]1CN(CCO1)C(=O)OC(C)(C)C ((s)-tert-butyl 2-((4-nitro-1H-pyrazol-1-yl)methyl)morpholine-4-carboxylate). The reagents and catalysts are [Pd] (Pd/C). The solvent is CO (methanol). Conditions: time 8 hour. The product is NC=1C=NN(C1)C[C@@H]1CN(CCO1)C(=O)OC(C)(C)C ((S)-tert-butyl 2-((4-amino-1H-pyrazol-1-yl)methyl)morpholine-4-carboxylate). Reaction SMILES: [N+:1]([C:4]1[CH:5]=[N:6][N:7]([CH2:9][C@H:10]2[O:15][CH2:14][CH2:13][N:12]([C:16]([O:18][C:19]([CH3:22])([CH3:21])[CH3:20])=[O:17])[CH2:11]2)[CH:8]=1)([O-])=O>CO.[Pd]>[NH2:1][C:4]1[CH:5]=[N:6][N:7]([CH2:9][C@H:10]2[O:15][CH2:14][CH2:13][N:12]([C:16]([O:18][C:19]([CH3:22])([CH3:21])[CH3:20])=[O:17])[CH2:11]2)[CH:8]=1. Procedure details: To a solution of (s)-tert-butyl 2-((4-nitro-1H-pyrazol-1-yl)methyl)morpholine-4-carboxylate (3.2 g, 10.2 mmol) in methanol (100 mL) was added Pd/C (600 mg). The mixture was stirred under 1 atm H2 at room temperature overnight, and then filtrated through a pad of celite. The filtrate was concentrated to afford (S)-tert-butyl 2-((4-amino-1H-pyrazol-1-yl)methyl)morpholine-4-carboxylate. MS (ES+) C13H22N4O3 requires: 282, found: 283 [M+H]+. Starting materials: [OH-].[Na+] (sodium hydroxide), FC(C(=O)O)(F)F (trifluoroacetic acid), C(C)[SiH](CC)CC (triethylsilane), FC1=C(C(=CC(=C1)[C@@H]1CC[C@H](CC1)[C@@H]1CC[C@H](CC1)CCC)F)C([C@H](C)C1=CC=CC=C1)=O ((R)-1-[2,6-difluoro-4-[trans-4-(trans-4-propylcyclohexyl)cyclohexyl]phenyl]-2-phenyl-1-propanone). Solvent: ClCCCl (1,2-dichloroethane). Conditions: temperature 60 celsius, time 10 hour. Yields the product FC1=C(C(=CC(=C1)[C@@H]1CC[C@H](CC1)[C@@H]1CC[C@H](CC1)CCC)F)C[C@H](C)C1=CC=CC=C1 ((S)-1-[2,6-difluoro-4-[trans-4-(trans-4-propylcyclohexyl)cyclohexyl]phenyl]-2-phenylpropane). The yield is 62.6%. Reaction SMILES: FC(F)(F)C(O)=O.C([SiH](CC)CC)C.[F:15][C:16]1[CH:21]=[C:20]([C@H:22]2[CH2:27][CH2:26][C@H:25]([C@H:28]3[CH2:33][CH2:32][C@H:31]([CH2:34][CH2:35][CH3:36])[CH2:30][CH2:29]3)[CH2:24][CH2:23]2)[CH:19]=[C:18]([F:37])[C:17]=1[C:38](=O)[C@@H:39]([C:41]1[CH:46]=[CH:45][CH:44]=[CH:43][CH:42]=1)[CH3:40].[OH-].[Na+]>ClCCCl>[F:15][C:16]1[CH:21]=[C:20]([C@H:22]2[CH2:27][CH2:26][C@H:25]([C@H:28]3[CH2:29][CH2:30][C@H:31]([CH2:34][CH2:35][CH3:36])[CH2:32][CH2:33]3)[CH2:24][CH2:23]2)[CH:19]=[C:18]([F:37])[C:17]=1[CH2:38][C@@H:39]([C:41]1[CH:42]=[CH:43][CH:44]=[CH:45][CH:46]=1)[CH3:40] |f:3.4|. Procedure details: Then, 5 ml of trifluoroacetic acid and 2.6 g (23 mmol) of triethylsilane were added to a 1,2-dichloroethane 8 ml solution of 4.1 g (9.1 mmol) of (R)-1-[2,6-difluoro-4-[trans-4-(trans-4-propylcyclohexyl)cyclohexyl]phenyl]-2-phenyl-1-propanone at room temperature, followed by stirring at 60° C. for 10 hours. This reaction liquid was poured into 200 ml of a 5% sodium hydroxide solution, and after extraction with toluene, washing with water, drying, distillation of the solvent, recrystallization and... Reactants: BrC1=CC(=C(CN2C(=NC3=C2C=C(C=C3)OCC3=NC=C(C=C3F)C)[C@@H]3[C@@H](CCCC3)C(=O)OCC)C(=C1)F)F (racemic cis-ethyl 2-(1-(4-bromo-2,6-difluorobenzyl)-6-((3-fluoro-5-methylpyridin-2-yl)methoxy)-1H-benzo[d]imidazol-2-yl)cyclohexanecarboxylate), FC1CCNCC1 (4-fluoropiperidine), C(=O)([O-])[O-].[Cs+].[Cs+] (Cs2CO3). The reagents and catalysts are CC(C)(C)P(C(C)(C)C)C(C)(C)C.CC(C)(C)P(C(C)(C)C)C(C)(C)C.[Pd] (Pd(t-Bu3P)2). Solvent: C1(=CC=CC=C1)C (toluene). Run at temperature 110 celsius. The product is FC1=C(CN2C(=NC3=C2C=C(C=C3)OCC3=NC=C(C=C3F)C)[C@@H]3[C@@H](CCCC3)C(=O)OCC)C(=CC(=C1)N1CCC(CC1)F)F (racemic cis-ethyl 2-(1-(2,6-difluoro-4-(4-fluoropiperidin-1-yl)benzyl)-6-((3-fluoro-5-methylpyridin-2-yl)methoxy)-1H-benzo[d]imidazol-2-yl)cyclohexanecarboxylate). Reaction SMILES: Br[C:2]1[CH:38]=[C:37]([F:39])[C:5]([CH2:6][N:7]2[C:11]3[CH:12]=[C:13]([O:16][CH2:17][C:18]4[C:23]([F:24])=[CH:22][C:21]([CH3:25])=[CH:20][N:19]=4)[CH:14]=[CH:15][C:10]=3[N:9]=[C:8]2[C@H:26]2[CH2:31][CH2:30][CH2:29][CH2:28][C@H:27]2[C:32]([O:34][CH2:35][CH3:36])=[O:33])=[C:4]([F:40])[CH:3]=1.[F:41][CH:42]1[CH2:47][CH2:46][NH:45][CH2:44][CH2:43]1.C([O-])([O-])=O.[Cs+].[Cs+]>CC(P(C(C)(C)C)C(C)(C)C)(C)C.CC(P(C(C)(C)C)C(C)(C)C)(C)C.[Pd].C1(C)C=CC=CC=1>[F:40][C:4]1[CH:3]=[C:2]([N:45]2[CH2:46][CH2:47][CH:42]([F:41])[CH2:43][CH2:44]2)[CH:38]=[C:37]([F:39])[C:5]=1[CH2:6][N:7]1[C:11]2[CH:12]=[C:13]([O:16][CH2:17][C:18]3[C:23]([F:24])=[CH:22][C:21]([CH3:25])=[CH:20][N:19]=3)[CH:14]=[CH:15][C:10]=2[N:9]=[C:8]1[C@H:26]1[CH2:31][CH2:30][CH2:29][CH2:28][C@H:27]1[C:32]([O:34][CH2:35][CH3:36])=[O:33] |f:2.3.4,5.6.7|. Procedure details: To a 5 mL vial were added racemic cis-ethyl 2-(1-(4-bromo-2,6-difluorobenzyl)-6-((3-fluoro-5-methylpyridin-2-yl)methoxy)-1H-benzo[d]imidazol-2-yl)cyclohexanecarboxylate (150 mg, 0.24 mmol), Pd(t-Bu3P)2 (12 mg, 0.024 mmol), 4-fluoropiperidine (28 mg, 0.27 mmol), Cs2CO3 (238 mg, 0.73 mmol) and toluene (1 mL). The mixture was heated at 110° Celsius for 1 h. The mixture was cooled to RT, concentrated to dryness and purified by FCC to afford racemic cis-ethyl 2-(1-(2,6-difluoro-4-(4-fluoropiperidin-1... Starting materials: COC(CC1C(NC2=CC(=CC=C2C1)OCCNC(=O)OC(C)(C)C)=O)=O ([7-(2-tert-butoxycarbonylamino-ethoxy)-2-oxo-1,2,3,4-tetrahydro-quinolin-3-yl]acetic acid methyl ester), COC(CC=1C(N(C2=CC(=CC=C2C1)OCCCCNC(=O)OC(C)(C)C)CC)=O)=O ([7-(4-tert-butoxycarbonylaminobutoxy)-1-ethyl-2-oxo-1,2-dihydro-quinolin-3-yl]acetic acid methyl ester). The product is COC(CC=1C(N(C2=CC(=CC=C2C1)OCCCCN)CC)=O)=O ([1-Ethyl-7-(4-aminobutoxy)-2-oxo-1,2-dihydro-quinolin-3-yl]acetic acid methyl ester). As a reaction SMILES: COC(=O)CC1CC2C(=CC(OCCNC(OC(C)(C)C)=O)=CC=2)NC1=O.[CH3:28][O:29][C:30](=[O:58])[CH2:31][C:32]1[C:33](=[O:57])[N:34]([CH2:55][CH3:56])[C:35]2[C:40]([CH:41]=1)=[CH:39][CH:38]=[C:37]([O:42][CH2:43][CH2:44][CH2:45][CH2:46][NH:47]C(OC(C)(C)C)=O)[CH:36]=2>>[CH3:28][O:29][C:30](=[O:58])[CH2:31][C:32]1[C:33](=[O:57])[N:34]([CH2:55][CH3:56])[C:35]2[C:40]([CH:41]=1)=[CH:39][CH:38]=[C:37]([O:42][CH2:43][CH2:44][CH2:45][CH2:46][NH2:47])[CH:36]=2. Procedure: The title compound is prepared according to the procedure of Example 78 except that [7-(2-tert-butoxycarbonylamino-ethoxy)-2-oxo-1,2,3,4-tetrahydro-quinolin-3-yl]acetic acid methyl ester is replaced with [7-(4-tert-butoxycarbonylaminobutoxy)-1-ethyl-2-oxo-1,2-dihydro-quinolin-3-yl]acetic acid methyl ester. The reactants are C(C)(=O)C1=CC2=CC=CC=C2C=C1 (2-acetyl naphthalene), C[Si](C)(C)[N-][Si](C)(C)C.[Li+] (lithium bis(trimethylsilyl)amide), Cl[Si](C)(C)C (chlorotrimethylsilane), diethyl ester, C1(=CC=CC=C1)CSC(C(=O)O)C(=O)O ([(phenylmethyl)thio]-propanedioic acid). The solvent is C1CCOC1 (THF). The product is OC1=C(C(OC(=C1)C1=CC2=CC=CC=C2C=C1)=O)SCC1=CC=CC=C1 (4-Hydroxy-6-(2-naphthalenyl)-3-[(phenylmethyl)thio]-2H-pyran-2-one). RXN SMILES: [C:1]([C:4]1[CH:13]=[CH:12][C:11]2[C:6](=[CH:7][CH:8]=[CH:9][CH:10]=2)[CH:5]=1)(=[O:3])[CH3:2].C[Si]([N-][Si](C)(C)C)(C)C.[Li+].Cl[Si](C)(C)C.[C:29]1([CH2:35][S:36][CH:37]([C:41](O)=[O:42])[C:38](O)=[O:39])[CH:34]=[CH:33][CH:32]=[CH:31][CH:30]=1>C1COCC1>[OH:42][C:41]1[CH:2]=[C:1]([C:4]2[CH:13]=[CH:12][C:11]3[C:6](=[CH:7][CH:8]=[CH:9][CH:10]=3)[CH:5]=2)[O:3][C:38](=[O:39])[C:37]=1[S:36][CH2:35][C:29]1[CH:34]=[CH:33][CH:32]=[CH:31][CH:30]=1 |f:1.2|. Procedure: The title compound was prepared by Method A using 2-acetyl naphthalene (1.97 g, 11.6 mmol), lithium bis(trimethylsilyl)amide (2.13 g, 12.76 mmol), chlorotrimethylsilane (1.61 mL, 12.76 mmol), THF (127 mL), and diethyl ester of [(phenylmethyl)thio]-propanedioic acid (2.90 g, 10.5 mmol). m.p. dec. 203° C.; 1H NMR (250 MHz, DMSO-d6) δ4.04 (s, 2 H), 6.89 (s, 1 H), 7.23 (m, 5 H), 7.61 (m, 2 H), 7.84 (d, 2 H), 8.05 (m, 3 H), 8.43 (s, 1 H), 11.95 (bs, 1 H).